This data is from the Open Reaction Database (ORD), a public repository of structured organic reaction records. The task is: describe an organic reaction: reactants, conditions, products, and yield Starting materials: CCN=C=NCCCN(C)C, ClCCl, Cl, O=C(O)CN1CCC(c2ccccc2)(c2ccccc2)C1=O, NC1(c2ccccc2)CCC1. Yields the product O=C(CN1CCC(c2ccccc2)(c2ccccc2)C1=O)NC1(c2ccccc2)CCC1. As a reaction SMILES: [CH2:35]([N:36]=[C:37]=[N:38][CH2:39][CH2:40][CH2:41][N:42]([CH3:43])[CH3:44])[CH3:45].[Cl:46][CH2:47][Cl:48].[ClH:34].[O:12]=[C:13]1[N:14]([CH2:30][C:31](=[O:32])[OH:33])[CH2:15][CH2:16][C:17]1([c:18]1[cH:19][cH:20][cH:21][cH:22][cH:23]1)[c:24]1[cH:25][cH:26][cH:27][cH:28][cH:29]1.[c:1]1([C:7]2([NH2:11])[CH2:8][CH2:9][CH2:10]2)[cH:2][cH:3][cH:4][cH:5][cH:6]1>>[c:1]1([C:7]2([NH:11][C:31]([CH2:30][N:14]3[C:13](=[O:12])[C:17]([c:18]4[cH:19][cH:20][cH:21][cH:22][cH:23]4)([c:24]4[cH:25][cH:26][cH:27][cH:28][cH:29]4)[CH2:16][CH2:15]3)=[O:32])[CH2:8][CH2:9][CH2:10]2)[cH:2][cH:3][cH:4][cH:5][cH:6]1.